From a dataset of the Open Reaction Database (ORD), a public repository of structured organic reaction records. describe an organic reaction: reactants, conditions, products, and yield Starting materials: COC1=NC(=NC=C1)C=1C=C2C=NN(C2=CC1)C (5-(4-methoxypyrimidin-2-yl)-1-methyl-1H-indazole), solution, [OH-].[Na+] (NaOH). Solvent: Cl (hydrochloric acid). Conditions: temperature 85 celsius. Yields the product CN1N=CC2=CC(=CC=C12)C1=NC=CC(=N1)O (2-(1-methyl-1H-indazol-5-yl)pyrimidin-4-ol). As a reaction SMILES: C[O:2][C:3]1[CH:8]=[CH:7][N:6]=[C:5]([C:9]2[CH:10]=[C:11]3[C:15](=[CH:16][CH:17]=2)[N:14]([CH3:18])[N:13]=[CH:12]3)[N:4]=1.[OH-].[Na+]>Cl>[CH3:18][N:14]1[C:15]2[C:11](=[CH:10][C:9]([C:5]3[N:4]=[C:3]([OH:2])[CH:8]=[CH:7][N:6]=3)=[CH:17][CH:16]=2)[CH:12]=[N:13]1 |f:1.2|. Procedure details: 5-(4-methoxypyrimidin-2-yl)-1-methyl-1H-indazole (30.2 mg, 0.126 mmol) was suspended in hydrochloric acid (1.25 mL of a 2N solution) and heated at 85° C. for 14 h, cooled, and neutralized by dropwise addition of NaOH (2N solution). The mixture was extracted six times with 1:1 chloroform/isopropanol and the combined organic layers were dried over Na2SO4 and concentrated to provide the crude product which was used without further purification. LCMS-ESI+: calc'd for C12H11N4O: 227.1 (M+H+); Found: ...